This data is from the Open Reaction Database (ORD), a public repository of structured organic reaction records. The task is: describe an organic reaction: reactants, conditions, products, and yield The reactants are C(C1=CC=CC=C1)OC1=CC=C(C=C1)CC(=O)O (4-(benzyloxy)phenylacetic acid), hydrate, CN(CCCN=C=NCC)C (1-(3-dimethylaminopropyl)-3-ethylcarbodiimide), C(C#C)N (propargylamine), CN1CCOCC1 (N-methylmorpholine). Solvent: CN(C)C=O (DMF), C(C)(=O)OCC (ethyl acetate). Conditions: time 8 hour. Yields the product C(C1=CC=CC=C1)OC1=CC=C(C=C1)CC(=O)NCC#C (2-(4-(Benzyloxy)phenyl)-N-(prop-2-ynyl)acetamide). As a reaction SMILES: [CH2:1]([O:8][C:9]1[CH:14]=[CH:13][C:12]([CH2:15][C:16]([OH:18])=O)=[CH:11][CH:10]=1)[C:2]1[CH:7]=[CH:6][CH:5]=[CH:4][CH:3]=1.C[N:20](C)[CH2:21][CH2:22][CH2:23]N=C=NCC.C(N)C#C.CN1CCOCC1>CN(C=O)C.C(OCC)(=O)C>[CH2:1]([O:8][C:9]1[CH:10]=[CH:11][C:12]([CH2:15][C:16]([NH:20][CH2:21][C:22]#[CH:23])=[O:18])=[CH:13][CH:14]=1)[C:2]1[CH:3]=[CH:4][CH:5]=[CH:6][CH:7]=1. Procedure details: A mixture of 4-(benzyloxy)phenylacetic acid (20.7 mmol), 1-hydroxybenzotrizole hydrate (37 mmol), 1-(3-dimethylaminopropyl)-3-ethylcarbodiimide (37 mmol), propargylamine (20.7 mmol) and N-methylmorpholine (62 mmol) in DMF (60 mL) were stirred at room temperature overnight. The reaction mixture was diluted with ethyl acetate (400 mL), washed with 1N HCl, water, saturated Na2CO3 solution, brine and dried over Na2SO4. After removing solvent under reduced pressure, the residue was triturated with di... Reactants: C[Si](C=1C=C2C=C(N(C2=CC1)CC1=CC(=CC=C1)F)C(=O)O)(C)C (5-trimethylsilyl-1-[(3-fluorophenyl)methyl]-1H-indole-2-carboxylic acid), ON1N=NC2=C1C=CC=C2 (1-hydroxybenzotriazole), NC=1C=NC(=CC1)N(C)C (3-amino-6-(dimethylamino)pyridine), Cl.CN(CCCN=C=NCC)C (N-(3-dimethylaminopropyl)-N′-ethylcarbodiimide hydrochloride). Run in CN(C=O)C (dimethylformamide). Product: CN(C1=CC=C(C=N1)NC(=O)C=1N(C2=CC=C(C=C2C1)[Si](C)(C)C)CC1=CC(=CC=C1)F)C (N-[6-(Dimethylamino)pyridin-3-yl]-5-trimethylsilyl-1-[(3-fluorophenyl)methyl]-1H-indole-2-carboxamide). Isolated yield 49.3%. Reaction SMILES: [CH3:1][Si:2]([CH3:24])([CH3:23])[C:3]1[CH:4]=[C:5]2[C:9](=[CH:10][CH:11]=1)[N:8]([CH2:12][C:13]1[CH:18]=[CH:17][CH:16]=[C:15]([F:19])[CH:14]=1)[C:7]([C:20](O)=[O:21])=[CH:6]2.[NH2:25][C:26]1[CH:27]=[N:28][C:29]([N:32]([CH3:34])[CH3:33])=[CH:30][CH:31]=1.Cl.CN(C)CCCN=C=NCC.ON1C2C=CC=CC=2N=N1>CN(C)C=O>[CH3:33][N:32]([CH3:34])[C:29]1[N:28]=[CH:27][C:26]([NH:25][C:20]([C:7]2[N:8]([CH2:12][C:13]3[CH:18]=[CH:17][CH:16]=[C:15]([F:19])[CH:14]=3)[C:9]3[C:5]([CH:6]=2)=[CH:4][C:3]([Si:2]([CH3:23])([CH3:24])[CH3:1])=[CH:11][CH:10]=3)=[O:21])=[CH:31][CH:30]=1 |f:2.3|. Procedure: Compound No. 7 was prepared according to a process similar to that described in stage 5.4, by reacting 0.3 g (0.88 mmol) of 5-trimethylsilyl-1-[(3-fluorophenyl)methyl]-1H-indole-2-carboxylic acid, prepared according to the protocol described in stage 3.6, with 181 mg (1.32 mmol) of 3-amino-6-(dimethylamino)pyridine in the presence of 185 mg (0.97 mmol) of N-(3-dimethylaminopropyl)-N′-ethylcarbodiimide hydrochloride (EDAC) and of 131 mg (0.97 mmol) of 1-hydroxybenzotriazole (HOBT) in 10 ml of dim... Starting materials: CCN(CC(O)c1ccccc1)c1ccc(C(O[Si](CC)(CC)CC)(C(F)(F)F)C(F)(F)F)cc1, C1CCOC1. Yields the product CCN(CC(O)c1ccccc1)c1ccc(C(O)(C(F)(F)F)C(F)(F)F)cc1. As a reaction SMILES: [CH2:1]([CH3:2])[N:3]([CH2:4][CH:5]([OH:6])[c:7]1[cH:8][cH:9][cH:10][cH:11][cH:12]1)[c:13]1[cH:14][cH:15][c:16]([C:19]([C:20]([F:21])([F:22])[F:23])([C:24]([F:25])([F:26])[F:27])[O:28][Si:29]([CH2:30][CH3:31])([CH2:32][CH3:33])[CH2:34][CH3:35])[cH:17][cH:18]1.[CH2:36]1[O:37][CH2:38][CH2:39][CH2:40]1>>[CH2:1]([CH3:2])[N:3]([CH2:4][CH:5]([OH:6])[c:7]1[cH:8][cH:9][cH:10][cH:11][cH:12]1)[c:13]1[cH:14][cH:15][c:16]([C:19]([C:20]([F:21])([F:22])[F:23])([C:24]([F:25])([F:26])[F:27])[OH:28])[cH:17][cH:18]1. Starting materials: FC1=CC=C2C=CC(N3C2=C1C(C3)CCNC[C@@H]3CN(C(O3)=O)C=3C=CC1=C(NC(CS1)=O)C3)=O ((1RS)-9-fluoro-1-(2-{[(R)-2-oxo-3-(3-oxo-3,4-dihydro-2H-benzo[1,4]thiazin-6-yl)-oxazolidin-5-ylmethyl]-amino}-ethyl)-1,2-dihydro-pyrrolo[3,2,1-ij]quinolin-4-one), [Si](C)(C)(C(C)(C)C)OCC=O (tert-butyldimethylsilyloxy-acetaldehyde). The product is C(C)(C)(C)[Si](OCCN(CCC1CN2C(C=CC3=CC=C(C1=C23)F)=O)CC2CN(C(O2)=O)C=2C=CC3=C(NC(CS3)=O)C2)(C)C ((RS)-1-(2-{[2-(tert-butyl-dimethyl-silanyloxy)-ethyl]-[2-oxo-3-(3-oxo-3,4-dihydro-2H-benzo[1,4]thiazin-6-yl)-oxazolidin-5-ylmethyl]-amino}-ethyl)-9-fluoro-1,2-dihydro-pyrrolo[3,2,1-ij]quinolin-4-one). Isolated yield 76.0%. RXN SMILES: [F:1][C:2]1[C:11]2[CH:12]([CH2:14][CH2:15][NH:16][CH2:17][C@H:18]3[O:22][C:21](=[O:23])[N:20]([C:24]4[CH:25]=[CH:26][C:27]5[S:32][CH2:31][C:30](=[O:33])[NH:29][C:28]=5[CH:34]=4)[CH2:19]3)[CH2:13][N:9]3[C:10]=2[C:5]([CH:6]=[CH:7][C:8]3=[O:35])=[CH:4][CH:3]=1.[Si:36]([O:43][CH2:44][CH:45]=O)([C:39]([CH3:42])([CH3:41])[CH3:40])([CH3:38])[CH3:37]>>[C:39]([Si:36]([CH3:38])([CH3:37])[O:43][CH2:44][CH2:45][N:16]([CH2:17][CH:18]1[O:22][C:21](=[O:23])[N:20]([C:24]2[CH:25]=[CH:26][C:27]3[S:32][CH2:31][C:30](=[O:33])[NH:29][C:28]=3[CH:34]=2)[CH2:19]1)[CH2:15][CH2:14][CH:12]1[C:11]2=[C:10]3[C:5](=[CH:4][CH:3]=[C:2]2[F:1])[CH:6]=[CH:7][C:8](=[O:35])[N:9]3[CH2:13]1)([CH3:42])([CH3:41])[CH3:40]. Reported procedure: Starting from the compound of Example 10 and tert-butyldimethylsilyloxy-acetaldehyde and using procedure E, the title compound was obtained as a colourless solid (100 mg; 76% yield). RXN SMILES: F[C:2]1[CH:12]=[CH:11][C:5]([C:6]([O:8][CH2:9][CH3:10])=[O:7])=[CH:4][C:3]=1[C:13]1[C:14]2[CH:23]=[CH:22][N:21](S(C3C=CC(C)=CC=3)(=O)=O)[C:15]=2[C:16](=[O:20])[N:17]([CH3:19])[CH:18]=1.[C:34]1([OH:40])[CH:39]=[CH:38][CH:37]=[CH:36][CH:35]=1.C(=O)([O-])[O-].[Cs+].[Cs+]>CS(C)=O>[CH3:19][N:17]1[CH:18]=[C:13]([C:3]2[CH:4]=[C:5]([CH:11]=[CH:12][C:2]=2[O:40][C:34]2[CH:39]=[CH:38][CH:37]=[CH:36][CH:35]=2)[C:6]([O:8][CH2:9][CH3:10])=[O:7])[C:14]2[CH:23]=[CH:22][NH:21][C:15]=2[C:16]1=[O:20] |f:2.3.4|. Procedure details: A mixture of Example 9a (1.43 g, 3.05 mmol), phenol (0.0344 g, 3.66 mmol) and cesium carbonate (0.995, 3.05 mmol), in DMSO (15 mL) was heated at 110° C. for 12 hours. After cooling to room temperature, the reaction mixture was partitioned between water and ethyl acetate. The aqueous layer was extracted with additional ethyl acetate twice. The combined organic layers were washed with brine, dried over MgSO4, filtered, and concentrated. The residue was purified by flash chromatography (silica gel,... The reactants are FC1=C(C=C(C(=O)OCC)C=C1)C=1C2=C(C(N(C1)C)=O)N(C=C2)S(=O)(=O)C2=CC=C(C)C=C2 (ethyl 4-fluoro-3-(6-methyl-7-oxo-1-tosyl-6,7-dihydro-1H-pyrrolo[2,3-c]pyridin-4-yl)benzoate), C1(=CC=CC=C1)O (phenol), C([O-])([O-])=O.[Cs+].[Cs+] (cesium carbonate). Yield: 71.8%. Product: CN1C(C2=C(C(=C1)C=1C=C(C(=O)OCC)C=CC1OC1=CC=CC=C1)C=CN2)=O (ethyl 3-(6-methyl-7-oxo-6,7-dihydro-1H-pyrrolo[2,3-c]pyridin-4-yl)-4-phenoxybenzoate). Run in CS(=O)C (DMSO). Reactants: CC1([C@H]([C@@H]1CC(Cl)(Cl)Cl)C(=O)O)C (trans-2,2-dimethyl-3-(2,2,2-trichloroethyl) cyclopropanecarboxylic acid), S(=O)(Cl)Cl (thionyl chloride). Solvent: C1=CC=CC=C1 (benzene). The product is CC1([C@H]([C@@H]1CC(Cl)(Cl)Cl)C(=O)Cl)C (trans-2,2-dimethyl-3-(2,2,2-trichloroethyl) cyclopropanecarboxylic acid chloride). Isolated yield 77.0%. As a reaction SMILES: [CH3:1][C:2]1([CH3:13])[C@@H:4]([CH2:5][C:6]([Cl:9])([Cl:8])[Cl:7])[C@@H:3]1[C:10](O)=[O:11].S(Cl)([Cl:16])=O>C1C=CC=CC=1>[CH3:1][C:2]1([CH3:13])[C@@H:4]([CH2:5][C:6]([Cl:9])([Cl:8])[Cl:7])[C@@H:3]1[C:10]([Cl:16])=[O:11]. Procedure details: Into 50 ml of water were dissolved 11.0 g of sodium hydroxide, followed by the addition of 50.0 g of ethyl cis, trans-2,2-dimethyl-3-(2,2,2-trichloroethyl) cyclopropanecarboxylate and about 100 ml of ethanol as a solvent. This mixture was stirred at room temperature for one day. To the reaction mixture was further added a solution of 8.0 g sodium hydroxide in 15 ml of water and the mixture was stirred at room temperature for two days. The resultant reaction mixture was distilled under reduced pr...